Dataset: the Open Reaction Database (ORD), a public repository of structured organic reaction records. Task: describe an organic reaction: reactants, conditions, products, and yield The reactants are O=C([O-])[O-], COS(=O)(=O)OC, CN(C)C=O, COc1c(Cl)cc(F)c(-n2c(=O)cc(C(F)(F)F)[nH]c2=O)c1[N+](=O)[O-], [K+], [K+], O. Product: COc1c(Cl)cc(F)c(-n2c(=O)cc(C(F)(F)F)n(C)c2=O)c1[N+](=O)[O-]. Reaction SMILES: [C:26](=[O:27])([O-:28])[O-:29].[CH3:32][O:33][S:34]([O:35][CH3:36])(=[O:37])=[O:38].[CH3:40][N:41]([CH3:42])[CH:43]=[O:44].[Cl:1][c:2]1[c:3]([O:24][CH3:25])[c:4]([N+:21](=[O:22])[O-:23])[c:5](-[n:9]2[c:10](=[O:20])[nH:11][c:12]([C:16]([F:17])([F:18])[F:19])[cH:13][c:14]2=[O:15])[c:6]([F:8])[cH:7]1.[K+:30].[K+:31].[OH2:39]>>[Cl:1][c:2]1[c:3]([O:24][CH3:25])[c:4]([N+:21](=[O:22])[O-:23])[c:5](-[n:9]2[c:10](=[O:20])[n:11]([CH3:26])[c:12]([C:16]([F:17])([F:18])[F:19])[cH:13][c:14]2=[O:15])[c:6]([F:8])[cH:7]1. The reactants are CC1(OC2=C(C(=C(C(=C2CC1)C)O)C)C1=CC=C(C=C1)C(F)(F)F)C (2,2,5,7-tetramethyl-8-(4-(trifluoromethyl)phenyl) chroman-6-ol), ceric ammonium nitrate, C1CCOC1.C(C)#N (THF acetonitrile). The solvent is CCOC(=O)C (EtOAc). Yields the product OC(CCC=1C(C(=C(C(C1C)=O)C)C1=CC=C(C=C1)C(F)(F)F)=O)(C)C (2-(3-hydroxy-3-methylbutyl)-3,5-dimethyl-6-(4-(trifluoromethyl)phenyl)cyclohexa-2,5-diene-1,4-dione). As a reaction SMILES: [CH3:1][C:2]1([CH3:25])[CH2:11][CH2:10][C:9]2[C:4](=[C:5]([C:15]3[CH:20]=[CH:19][C:18]([C:21]([F:24])([F:23])[F:22])=[CH:17][CH:16]=3)[C:6]([CH3:14])=[C:7]([OH:13])[C:8]=2[CH3:12])[O:3]1.C1C[O:29]CC1.C(#N)C>CCOC(C)=O>[OH:29][C:2]([CH3:25])([CH3:1])[CH2:11][CH2:10][C:9]1[C:4](=[O:3])[C:5]([C:15]2[CH:16]=[CH:17][C:18]([C:21]([F:22])([F:23])[F:24])=[CH:19][CH:20]=2)=[C:6]([CH3:14])[C:7](=[O:13])[C:8]=1[CH3:12] |f:1.2|. Reported procedure: The purified residue containing 2,2,5,7-tetramethyl-8-(4-(trifluoromethyl)phenyl) chroman-6-ol from the above reaction (60 mg) was dissolved in THF/acetonitrile (1:1, 2 ml) and cooled in an ice-water bath. To the resulting solution was added dropwise an aqueous solution of ceric ammonium nitrate (170 mg, 310 μmol in 1 mL) until a reddish color persisted. When the titration endpoint was reached, the mixture was diluted in 5 mL EtOAc, washed once with brine (2 mL). The remaining organics were drie...